This data is from the Open Reaction Database (ORD), a public repository of structured organic reaction records. The task is: describe an organic reaction: reactants, conditions, products, and yield Starting materials: [Mg+]Cc1ccccc1, C1CCOC1, [Cl-], Clc1nc(Nc2cc(C3CC3)n[nH]2)c2ccccc2n1, Cl[Ni]Cl. The product is c1ccc(Cc2nc(Nc3cc(C4CC4)n[nH]3)c3ccccc3n2)cc1. Reaction SMILES: [CH2:22]([c:23]1[cH:24][cH:25][cH:26][cH:27][cH:28]1)[Mg+:29].[CH2:30]1[O:31][CH2:32][CH2:33][CH2:34]1.[Cl-:21].[Cl:1][c:2]1[n:3][c:4]2[cH:5][cH:6][cH:7][cH:8][c:9]2[c:10]([NH:12][c:13]2[nH:14][n:15][c:16]([CH:18]3[CH2:19][CH2:20]3)[cH:17]2)[n:11]1.[Ni:35]([Cl:36])[Cl:37]>>[c:2]1([CH2:22][c:23]2[cH:24][cH:25][cH:26][cH:27][cH:28]2)[n:3][c:4]2[cH:5][cH:6][cH:7][cH:8][c:9]2[c:10]([NH:12][c:13]2[nH:14][n:15][c:16]([CH:18]3[CH2:19][CH2:20]3)[cH:17]2)[n:11]1. Starting materials: C(C=C)[C@@H](C(=O)OC(C)C)[C@@H](C(=O)OC(C)C)O (diisopropyl (2R,3S)-2-allyl-3-hydroxybutanedioate), C(C=C)[C@@H](C(=O)OC(C)C)[C@@H](C(=O)OC(C)C)O (diisopropyl (2R,3S)-2-allyl-3-hydroxybutanedioate), TEA, BrC1=CC=C(C=C1)OC(F)(F)F (1-bromo-4-(trifluoromethoxy)benzene), C1(=C(C=CC=C1)P(C1=C(C=CC=C1)C)C1=C(C=CC=C1)C)C (tri-o-tolylphosphine). The reagents and catalysts are C(C)(=O)[O-].[Pd+2].C(C)(=O)[O-] (palladium(II) acetate). Solvent: CC#N (CH3CN), CC#N (CH3CN). Run at temperature 80 celsius, time 14 hour. Product: O[C@H](C(=O)OC(C)C)[C@H](C(=O)OC(C)C)C\C=C\C1=CC=C(C=C1)OC(F)(F)F (diisopropyl (2S,3R)-2-hydroxy-3-{(2E)-3-[4-(trifluoromethoxy)phenyl]-2-propenyl}butanedioate). Yield: 86.0%. Reaction SMILES: [CH2:1]([C@H:4]([C@H:11]([OH:18])[C:12]([O:14][CH:15]([CH3:17])[CH3:16])=[O:13])[C:5]([O:7][CH:8]([CH3:10])[CH3:9])=[O:6])[CH:2]=[CH2:3].Br[C:20]1[CH:25]=[CH:24][C:23]([O:26][C:27]([F:30])([F:29])[F:28])=[CH:22][CH:21]=1.C1(C)C=CC=CC=1P(C1C=CC=CC=1C)C1C=CC=CC=1C>CC#N.C([O-])(=O)C.[Pd+2].C([O-])(=O)C>[OH:18][C@@H:11]([C@@H:4]([CH2:1]/[CH:2]=[CH:3]/[C:20]1[CH:21]=[CH:22][C:23]([O:26][C:27]([F:28])([F:29])[F:30])=[CH:24][CH:25]=1)[C:5]([O:7][CH:8]([CH3:10])[CH3:9])=[O:6])[C:12]([O:14][CH:15]([CH3:17])[CH3:16])=[O:13] |f:4.5.6|. Procedure: To a solution of diisopropyl (2R,3S)-2-allyl-3-hydroxybutanedioate (Intermediate 2a, 5.0 g; 19.4 mmol; 1.0 eq.), TEA (6.23 mL; 46.5 mmol; 2.4 eq.) in CH3CN (50.0 mL) was added 1-bromo-4-(trifluoromethoxy)benzene (5.13 g; 21.3 mmol; 1.1 eq.). To this solution was added a sonicated mixture of tri-o-tolylphosphine (0.59 g; 1.94 mmol; 0.10 eq.) and palladium(II) acetate (43.46 mg; 0.19 mmol; 0.01 eq.) in CH3CN (4 mL). The reaction was stirred at 80° C. for 14 h, cooled to RT and the solvents were ev... Reactants: O=S(=O)(Cl)C=Cc1ccc(Cl)s1, ClCCl, CN(C)Cc1nccn1-c1ccc(N2CCCN(N)C2=O)c(F)c1. The product is CN(C)Cc1nccn1-c1ccc(N2CCCN(NS(=O)(=O)C=Cc3ccc(Cl)s3)C2=O)c(F)c1. Reaction SMILES: [Cl:25][c:26]1[cH:27][cH:28][c:29]([CH:31]=[CH:32][S:33](=[O:34])(=[O:35])[Cl:36])[s:30]1.[Cl:37][CH2:38][Cl:39].[NH2:1][N:2]1[C:3](=[O:24])[N:4]([c:8]2[c:9]([F:23])[cH:10][c:11](-[n:14]3[c:15]([CH2:19][N:20]([CH3:21])[CH3:22])[n:16][cH:17][cH:18]3)[cH:12][cH:13]2)[CH2:5][CH2:6][CH2:7]1>>[NH:1]([N:2]1[C:3](=[O:24])[N:4]([c:8]2[c:9]([F:23])[cH:10][c:11](-[n:14]3[c:15]([CH2:19][N:20]([CH3:21])[CH3:22])[n:16][cH:17][cH:18]3)[cH:12][cH:13]2)[CH2:5][CH2:6][CH2:7]1)[S:33]([CH:32]=[CH:31][c:29]1[cH:28][cH:27][c:26]([Cl:25])[s:30]1)(=[O:34])=[O:35].